Dataset: the Open Reaction Database (ORD), a public repository of structured organic reaction records. Task: describe an organic reaction: reactants, conditions, products, and yield Reactants: C(C1=CC=CC=C1)OC(N(CCC(C)C)[C@H](CO[Si](C1=CC=CC=C1)(C1=CC=CC=C1)C(C)(C)C)CCCCO)=O (benzyl[(2S)-1-{[tert-butyl(diphenyl)silyl]oxy}-6-hydroxyhexan-2-yl](3-methylbutyl)carbamate), C[N+]1(CCOCC1)[O-] (4-methylmorpholine N-oxide). Reagents/catalysts: CCC[N+](CCC)(CCC)CCC.[O-][Ru](=O)(=O)=O (TPAP). Run in ClCCl (dichloromethane). Reaction conditions: time 10 minute. Product: C(C1=CC=CC=C1)OC(N(CCC(C)C)[C@H](CO[Si](C1=CC=CC=C1)(C1=CC=CC=C1)C(C)(C)C)CCCC=O)=O (benzyl[(2S)-1-{[tert-butyl(diphenyl)silyl]oxy}-6-oxohexan-2-yl](3-methylbutyl)carbamate). RXN SMILES: [CH2:1]([O:8][C:9](=[O:41])[N:10]([C@@H:16]([CH2:36][CH2:37][CH2:38][CH2:39][OH:40])[CH2:17][O:18][Si:19]([C:32]([CH3:35])([CH3:34])[CH3:33])([C:26]1[CH:31]=[CH:30][CH:29]=[CH:28][CH:27]=1)[C:20]1[CH:25]=[CH:24][CH:23]=[CH:22][CH:21]=1)[CH2:11][CH2:12][CH:13]([CH3:15])[CH3:14])[C:2]1[CH:7]=[CH:6][CH:5]=[CH:4][CH:3]=1.C[N+]1([O-])CCOCC1>ClCCl.CCC[N+](CCC)(CCC)CCC.[O-][Ru](=O)(=O)=O>[CH2:1]([O:8][C:9](=[O:41])[N:10]([C@@H:16]([CH2:36][CH2:37][CH2:38][CH:39]=[O:40])[CH2:17][O:18][Si:19]([C:32]([CH3:33])([CH3:34])[CH3:35])([C:20]1[CH:21]=[CH:22][CH:23]=[CH:24][CH:25]=1)[C:26]1[CH:31]=[CH:30][CH:29]=[CH:28][CH:27]=1)[CH2:11][CH2:12][CH:13]([CH3:14])[CH3:15])[C:2]1[CH:7]=[CH:6][CH:5]=[CH:4][CH:3]=1 |f:3.4|. Procedure details: To a stirred solution of the material from Step 6 (3.27 g, 5.68 mmol) in dichloromethane (57 mL) were added 4-methylmorpholine N-oxide (0.8 g, 6.81 mmol), and activated 4 Å molecular sieves. After stirring at room temperature for 10 minutes, TPAP (0.1 g, 0.28 mmol) was added portionwise. The reaction mixture was stirred at room temperature for 3 hours, and then filtered through a silica gel plug. The filtrate was concentrated in vacuo to afford the title compound which was used directly at Step ... Starting materials: FC(C(=O)O)(F)F.N[C@H](C(=O)O)COC(=O)OC1=C(C=CC=C1C(C)C)C(C)C ((S)-2-Amino-3-(2,6-Diisopropylphenoxycarbonyloxy)-Propanoic Acid Trifluoroacetate), C([O-])(O)=O.[Na+] (sodium bicarbonate). Solvent: O (H2O), CC#N (MeCN). The product is N[C@H](C(=O)O)COC(=O)OC1=C(C=CC=C1C(C)C)C(C)C ((S)-2-Amino-3-(2,6-Diisopropylphenoxycarbonyloxy)-Propanoic Acid). RXN SMILES: FC(F)(F)C(O)=O.[NH2:8][C@@H:9]([CH2:13][O:14][C:15]([O:17][C:18]1[C:23]([CH:24]([CH3:26])[CH3:25])=[CH:22][CH:21]=[CH:20][C:19]=1[CH:27]([CH3:29])[CH3:28])=[O:16])[C:10]([OH:12])=[O:11].C(=O)(O)[O-].[Na+]>O.CC#N>[NH2:8][C@@H:9]([CH2:13][O:14][C:15]([O:17][C:18]1[C:23]([CH:24]([CH3:25])[CH3:26])=[CH:22][CH:21]=[CH:20][C:19]=1[CH:27]([CH3:29])[CH3:28])=[O:16])[C:10]([OH:12])=[O:11] |f:0.1,2.3|. Reported procedure: To a stirred solution of compound (8) in H2O and MeCN (20/1 v/v) was added a saturated aqueous sodium bicarbonate solution dropwise. The pH of this reaction mixture was monitored closely and the desired product precipitated as a white solid after the pH was adjusted to 7. The mixture was filtered and the title compound (3) was collected and dried in vacuo. 1H-NMR (400 MHz, CDCl3): δ 7.15-7.22 (m, 3H), 4.64-4.68 (dd, J=11.6, 3.2 Hz, 1H), 4.55-4.60 (dd, J=11.6, 6.8 Hz, 1H), 3.28-3.30 (dd, J=6.8, 3... Reactants: CCO, COCCCOc1ccnc(CCl)c1C, [Na+], [OH-], Sc1nc2ccccc2[nH]1. The product is COCCCOc1ccnc([SH](C)c2nc3ccccc3[nH]2)c1C. As a reaction SMILES: [CH3:28][CH2:29][OH:30].[Cl:11][CH2:12][c:13]1[n:14][cH:15][cH:16][c:17]([O:20][CH2:21][CH2:22][CH2:23][O:24][CH3:25])[c:18]1[CH3:19].[Na+:27].[OH-:26].[SH:1][c:2]1[n:3][c:4]2[c:5]([nH:6]1)[cH:7][cH:8][cH:9][cH:10]2>>[SH:1]([c:2]1[n:3][c:4]2[c:5]([nH:6]1)[cH:7][cH:8][cH:9][cH:10]2)([c:13]1[n:14][cH:15][cH:16][c:17]([O:20][CH2:21][CH2:22][CH2:23][O:24][CH3:25])[c:18]1[CH3:19])[CH3:28]. Reaction conditions: temperature -78 celsius. The solvent is C1CCOC1 (THF), [OH-].[Na+] (sodium hydroxide). Reaction SMILES: [F:1][C:2]1[CH:7]=[CH:6][CH:5]=[CH:4][C:3]=1[O:8][CH3:9].C([Li])CCC.[C:15](=[O:17])=[O:16]>C1COCC1.[OH-].[Na+]>[F:1][C:2]1[C:3]([O:8][CH3:9])=[CH:4][CH:5]=[CH:6][C:7]=1[C:15]([OH:17])=[O:16] |f:4.5|. Product: FC1=C(C(=O)O)C=CC=C1OC (2-Fluoro-3-methoxybenzoic acid). Starting materials: C(CCC)[Li] (n-butyllithium), C(=O)=O (carbon dioxide), Pentamethylenediethylenetetramine, FC1=C(C=CC=C1)OC (2-fluoroanisole). Procedure details: Pentamethylenediethylenetetramine (31.2 ml) was added to a solution of 2-fluoroanisole (15.0 g) in THF (450 ml). The reaction mixture was cooled to −78° C. and n-butyllithium (59.6 ml, 2.5M solution in hexanes) was added dropwise. Stirring was maintained for 2 h before the solution was added in a dropwise fashion to a flask containing solid carbon dioxide pellets. Upon complete addition (30 min) the mixture was allowed to warm to room temperature before removal of the volatiles in vacuo. The res... Starting materials: C(#N)C1=C(C=C(C(=O)OCC)C=C1)F (ethyl 4-cyano-3-fluorobenzoate), [Li+].[BH4-] (LiBH4). Solvent: C1CCOC1 (THF), C1CCOC1 (THF). Run at time 1 hour. Yields the product FC=1C=C(CO)C=CC1C#N (3-Fluoro-4-cyanobenzyl alcohol). As a reaction SMILES: [C:1]([C:3]1[CH:13]=[CH:12][C:6]([C:7](OCC)=[O:8])=[CH:5][C:4]=1[F:14])#[N:2].[Li+].[BH4-]>C1COCC1>[F:14][C:4]1[CH:5]=[C:6]([CH:12]=[CH:13][C:3]=1[C:1]#[N:2])[CH2:7][OH:8] |f:1.2|. Procedure: 40 g of ethyl 4-cyano-3-fluorobenzoate in 40 ml of THF are added dropwise to a solution of 8 g of LiBH4 in 120 ml of THF. In the course of this, the reaction mixture comes to the boil. After one hour it is acidified with 2NHCl and worked up in a customary manner. 3-Fluoro-4-cyanobenzyl alcohol, m.p. 70°-72° C., is obtained.